Dataset: the Open Reaction Database (ORD), a public repository of structured organic reaction records. Task: describe an organic reaction: reactants, conditions, products, and yield Conditions: time 1 hour. Isolated yield 97.3%. Procedure details: To a stirred solution of 7-(1-azidoethyl)-6-(2-chlorophenyl)-3-methyl-5H-[1,3]thiazolo[3,2-a]pyrimidin-5-one (0.062 g, 0.18 mmol) in tetrahydrofuran (3 mL) was added 1.00 M of trimethylphosphine in tetrahydrofuran (0.22 mL, 0.22 mmol), and the mixture was stirred at room temperature for 1 hour. The mixture was concentrated to give the crude product (0.056 g), which was used directly in next step. C15H15ClN3OS (M+H)+: m/z=320.1. Found: 320.0. The product is NC(C)C=1N=C2N(C(C1C1=C(C=CC=C1)Cl)=O)C(=CS2)C (7-(1-aminoethyl)-6-(2-chlorophenyl)-3-methyl-5H-[1,3]thiazolo[3,2-a]pyrimidin-5-one). Solvent: O1CCCC1 (tetrahydrofuran), O1CCCC1 (tetrahydrofuran). Reaction SMILES: [N:1]([CH:4]([C:6]1[N:7]=[C:8]2[S:22][CH:21]=[C:20]([CH3:23])[N:9]2[C:10](=[O:19])[C:11]=1[C:12]1[CH:17]=[CH:16][CH:15]=[CH:14][C:13]=1[Cl:18])[CH3:5])=[N+]=[N-].CP(C)C>O1CCCC1>[NH2:1][CH:4]([C:6]1[N:7]=[C:8]2[S:22][CH:21]=[C:20]([CH3:23])[N:9]2[C:10](=[O:19])[C:11]=1[C:12]1[CH:17]=[CH:16][CH:15]=[CH:14][C:13]=1[Cl:18])[CH3:5]. Reactants: N(=[N+]=[N-])C(C)C=1N=C2N(C(C1C1=C(C=CC=C1)Cl)=O)C(=CS2)C (7-(1-azidoethyl)-6-(2-chlorophenyl)-3-methyl-5H-[1,3]thiazolo[3,2-a]pyrimidin-5-one), CP(C)C (trimethylphosphine). Reactants: CCCCOc1ccc2c(c1)C(=O)CC(C)(C)O2, CC(=O)[O-], CCO, [Cl-], [Na+], O, [NH3+]O. The product is CCCCOc1ccc2c(c1)C(=NO)CC(C)(C)O2. As a reaction SMILES: [CH2:1]([CH2:2][CH2:3][CH3:4])[O:5][c:6]1[cH:7][c:8]2[c:13]([cH:14][cH:15]1)[O:12][C:11]([CH3:16])([CH3:17])[CH2:10][C:9]2=[O:18].[CH3:23][C:24](=[O:25])[O-:26].[CH3:27][CH2:28][OH:29].[Cl-:19].[Na+:22].[OH2:30].[OH:20][NH3+:21]>>[CH2:1]([CH2:2][CH2:3][CH3:4])[O:5][c:6]1[cH:7][c:8]2[c:13]([cH:14][cH:15]1)[O:12][C:11]([CH3:16])([CH3:17])[CH2:10][C:9]2=[N:21][OH:20]. The reactants are C1(=CC=C(C=C1)S(=O)(=O)Cl)C (p-toluenesulphonyl chloride), OCCOC1=CSC=C1 (3-(hydroxyethoxy)thiophene), N1=CC=CC=C1 (pyridine). Reaction conditions: temperature -20 celsius, time 10 minute. Product: C=1(C(=CC=CC1)S(=O)(=O)CCOC1=CSC=C1)C (3-(toluenesulphonylethoxy)thiophene). As a reaction SMILES: [C:1]1(C)[CH:6]=[CH:5][C:4]([S:7](Cl)(=[O:9])=[O:8])=[CH:3][CH:2]=1.O[CH2:13][CH2:14][O:15][C:16]1[CH:20]=[CH:19][S:18][CH:17]=1.N1C=CC=C[CH:22]=1>>[C:3]1([CH3:22])[C:4]([S:7]([CH2:13][CH2:14][O:15][C:16]2[CH:20]=[CH:19][S:18][CH:17]=2)(=[O:8])=[O:9])=[CH:5][CH:6]=[CH:1][CH:2]=1. Procedure: Solid p-toluenesulphonyl chloride (0.88 g, 4.6 mmol) was added in small amounts to a cooled (-5° C.) solution of 3-(hydroxyethoxy)thiophene (0.6 g, 4.2 mmol) in dry pyridine (50 ml). The mixture was stirred for 10 minutes and then maintained at -20° C. for 48 hours. The mixture was then stirred with crushed ice for 5 hours. After filtration, the solid was recrystallised twice from hot hexane to give 3-(toluenesulphonylethoxy)thiophene as a white crystalline product, (1.0 g, 83%) M.p. 76°-77° C.;...